From a dataset of the Open Reaction Database (ORD), a public repository of structured organic reaction records. describe an organic reaction: reactants, conditions, products, and yield Reactants: C(C)(C)(C)OC(=O)N1C(C2CCCC2C1)C(=O)O (racemic N-t-butyloxycarbonyl-3-azabicyclo[3.3.0]octane-2-carboxylic acid), [C@@H]1(CCCC2=CC=CC=C12)N ((S)-1,2,3,4-tetrahydro-1-naphthylamine). Run in C(C)(=O)OCC (ethyl acetate), C(C)(=O)OCC (ethyl acetate). Conditions: temperature 23.5 celsius, time 3.5 hour. Yields the product C(C)(C)(C)OC(=O)N1[C@@H]([C@@H]2[C@H](C1)CCC2)C(=O)[O-].[C@@H]2(CCCC1=CC=CC=C21)[NH3+] ((S)-1,2,3,4-tetrahydronaphthalen-1-aminium (1S,3aR,6aS)-2-(t-butoxycarbonyl)octahydrocyclopenta[c]pyrrole-1-carboxylate). RXN SMILES: [C:1]([O:5][C:6]([N:8]1[CH2:15][CH:14]2[CH:10]([CH2:11][CH2:12][CH2:13]2)[CH:9]1[C:16]([OH:18])=[O:17])=[O:7])([CH3:4])([CH3:3])[CH3:2].[C@@H:19]1([NH2:29])[C:28]2[C:23](=[CH:24][CH:25]=[CH:26][CH:27]=2)[CH2:22][CH2:21][CH2:20]1>C(OCC)(=O)C>[C:1]([O:5][C:6]([N:8]1[CH2:15][C@@H:14]2[CH2:13][CH2:12][CH2:11][C@@H:10]2[C@H:9]1[C:16]([O-:18])=[O:17])=[O:7])([CH3:4])([CH3:2])[CH3:3].[C@@H:19]1([NH3+:29])[C:28]2[C:23](=[CH:24][CH:25]=[CH:26][CH:27]=2)[CH2:22][CH2:21][CH2:20]1 |f:3.4|. Reported procedure: The ethyl acetate solution of racemic N-t-butyloxycarbonyl-3-azabicyclo[3.3.0]octane-2-carboxylic acid from Example 2, Method 2, was added to a solution of (S)-1,2,3,4-tetrahydro-1-naphthylamine (56.7 g, 0.385 mol) in ethyl acetate (300 mL). The mixture was stirred for 3-4 hours at 22-25° C., then filtered, and the solids washed with ethyl acetate (200 mL). The product was dried at 20-30° C. under vacuum for 4 hours to give the title compound. Starting materials: [OH-].[Na+] (caustic soda), BrC1=C(C#N)C=CC=C1 (2-bromobenzonitrile), Cl (HCl), Cl (hydrochloric acid), phase, C(CCO)O (1,3-propanediol), [OH-].[Na+] (caustic soda), COB(OC)OC (trimethylborate), Cl (hydrochloric acid), [OH-].[Na+] (caustic soda). Run in O (water), O (water), C1CCOC1 (THF), C1(=CC=CC=C1)C (Toluene), O (water), O (water). Reaction conditions: temperature 2.5 celsius, time 0.5 hour. The product is O1B(OCCC1)C1=C(C#N)C=CC=C1 (2-(1,3,2-dioxaborinane-2-yl)benzonitrile). RXN SMILES: Br[C:2]1[CH:9]=[CH:8][CH:7]=[CH:6][C:3]=1[C:4]#[N:5].[CH3:10][O:11][B:12](OC)[O:13][CH3:14].Cl.[OH-].[Na+].[CH2:20](O)CCO>C1COCC1.O.C1(C)C=CC=CC=1>[O:13]1[CH2:14][CH2:20][CH2:10][O:11][B:12]1[C:2]1[CH:9]=[CH:8][CH:7]=[CH:6][C:3]=1[C:4]#[N:5] |f:3.4|. Reported procedure: Into a previously dried and inertised flask under nitrogen flow, fitted with a thermometer, reflux and a dropping funnel, are loaded 50.0 g (1.0 equiv.) of 2-bromobenzonitrile and 250 ml (5 V) of anhydrous Toluene. It is cooled at 0-5° C. and there are added, in 0.5 hours and maintaining the T at 0-5° C., 269.0 g (1.35 equiv.) of Isopropylmagnesium chloride/lithium chloride complex 1.3 M (about 20% wt/wt) in THF. It is stirred at T 0-5° C. and stirred for 1.5 hours. The conversion in checked in ...